Dataset: the Open Reaction Database (ORD), a public repository of structured organic reaction records. Task: describe an organic reaction: reactants, conditions, products, and yield Reactants: OC1CCC2(C(N1)=O)C1=CC=CC=C1C=1C=CC=CC12 (6'-Hydroxyspiro-(9H-fluorene-9,3'-piperidine)-2'-one), [H][H] (hydrogen), C(C)(C)N (isopropylamine). The reagents and catalysts are [Pd] (palladium on charcoal). Product: C(N)(=O)C1(C2=CC=CC=C2C=2C=CC=CC12)CCCNC(C)C (9-carbamoyl-9-(3-isopropylaminopropyl)fluorene). Reaction SMILES: O[CH:2]1[NH:7][C:6](=[O:8])[C:5]2([C:20]3[CH:19]=[CH:18][CH:17]=[CH:16][C:15]=3[C:14]3[C:9]2=[CH:10][CH:11]=[CH:12][CH:13]=3)[CH2:4][CH2:3]1.[H][H].[CH:23]([NH2:26])([CH3:25])[CH3:24]>[Pd]>[C:6]([C:5]1([CH2:4][CH2:3][CH2:2][NH:26][CH:23]([CH3:25])[CH3:24])[C:20]2[CH:19]=[CH:18][CH:17]=[CH:16][C:15]=2[C:14]2[C:9]1=[CH:10][CH:11]=[CH:12][CH:13]=2)(=[O:8])[NH2:7]. Reported procedure: The general procedure described above was followed when 6'-Hydroxyspiro-(9H-fluorene-9,3'-piperidine)-2'-one (2.7 g) was dissolved in isopropylamine (350 ml) and 10% palladium on charcoal (0.3 g) was added and the vessel pressurized to 90 p.s.i. with hydrogen. The reaction mixture was then heated at 40° for 16 hours and then allowed to cool to room temperature. The catalyst was removed by filtration and the isopropylamine evaporated under reduced pressure. The resulting residue was dissolved in ... Starting materials: BrC1=CC=C(C=C1)C(C)Cl (1-(4-bromophenyl)ethylchloride), [Na].SC1=[N+](C=CC=C1)[O-] (2-mercaptopyridine N-oxide sodium salt). The product is BrC1=CC=C(C=C1)C(C)SC1=[N+](C=CC=C1)[O-] (2-(1-[4-bromophenyl]ethylthio)pyridine N-oxide). Isolated yield 85.0%. RXN SMILES: [Br:1][C:2]1[CH:7]=[CH:6][C:5]([CH:8](Cl)[CH3:9])=[CH:4][CH:3]=1.[Na].[SH:12][C:13]1[CH:18]=[CH:17][CH:16]=[CH:15][N+:14]=1[O-:19]>>[Br:1][C:2]1[CH:7]=[CH:6][C:5]([CH:8]([S:12][C:13]2[CH:18]=[CH:17][CH:16]=[CH:15][N+:14]=2[O-:19])[CH3:9])=[CH:4][CH:3]=1 |f:1.2,^1:10|. Procedure details: The compound 2-(1-[4-bromophenyl]ethylthio)pyridine N-oxide is prepared from 1-(4-bromophenyl)ethylchloride and 2-mercaptopyridine N-oxide sodium salt by the procedure described in Example 1. The melting point is 113° - 115° C. Structure is confirmed by IR and NMR. The reactants are C1CCNCC1, COC(=O)CC(=O)C(C)C, CC(C)C(=O)CC(=O)Nc1ccccc1, Cc1ccccc1, CCCCCC, CCCCCCC, CC(=O)O, O=Cc1ccccc1, Nc1ccccc1, NCCC(=O)O, O. Product: CC(C)C(=O)C(=Cc1ccccc1)C(=O)Nc1ccccc1. As a reaction SMILES: [CH2:41]1[CH2:42][CH2:43][NH:44][CH2:45][CH2:46]1.[CH3:16][CH:17]([CH3:18])[C:19](=[O:20])[CH2:21][C:22]([O:23][CH3:24])=[O:25].[CH3:1][CH:2]([C:3]([CH2:4][C:5](=[O:6])[NH:7][c:8]1[cH:9][cH:10][cH:11][cH:12][cH:13]1)=[O:14])[CH3:15].[CH3:53][c:54]1[cH:55][cH:56][cH:57][cH:58][cH:59]1.[CH3:61][CH2:62][CH2:63][CH2:64][CH2:65][CH3:66].[CH3:67][CH2:68][CH2:69][CH2:70][CH2:71][CH2:72][CH3:73].[CH3:74][C:75](=[O:76])[OH:77].[CH:33](=[O:34])[c:35]1[cH:36][cH:37][cH:38][cH:39][cH:40]1.[NH2:26][c:27]1[cH:28][cH:29][cH:30][cH:31][cH:32]1.[NH2:47][CH2:48][CH2:49][C:50]([OH:51])=[O:52].[OH2:60]>>[CH3:1][CH:2]([C:3]([C:4]([C:5](=[O:6])[NH:7][c:8]1[cH:9][cH:10][cH:11][cH:12][cH:13]1)=[CH:33][c:35]1[cH:36][cH:37][cH:38][cH:39][cH:40]1)=[O:14])[CH3:15].